Dataset: the Open Reaction Database (ORD), a public repository of structured organic reaction records. Task: describe an organic reaction: reactants, conditions, products, and yield Reactants: CS(=O)(=O)C1=CC=C(C=C1)N1CCC(CC1)C1CCN(CC1)C(=O)OC(C)(C)C (tert-butyl 1′-[4-(methylsulfonyl)phenyl]-4,4′-bipiperidine-1-carboxylate), CN(CCN(C)C)C (N,N,N′,N′-tetramethylethylenediamine), C1(=CC=CC=C1)P(CCCCCP(C1=CC=CC=C1)C1=CC=CC=C1)C1=CC=CC=C1 (1,5-bis(diphenylphosphino)pentane), [C-]#N.[K+] (potassium cyanide). The reagents and catalysts are C(C)(=O)[O-].[Pd+2].C(C)(=O)[O-] (palladium(II) acetate). Solvent: C1(=CC=CC=C1)C (toluene). Reaction conditions: temperature 160 celsius. Yields the product C(#N)C1=CN=CC(=N1)N1CCC(CC1)C1CCN(CC1)C(=O)OC(C)(C)C (tert-butyl 1′-(6-cyanopyrazin-2-yl)-4,4′-bipiperidine-1-carboxylate). Reaction SMILES: CS(C1C=[CH:9][C:8]([N:11]2[CH2:16][CH2:15][CH:14]([CH:17]3[CH2:22][CH2:21][N:20]([C:23]([O:25][C:26]([CH3:29])([CH3:28])[CH3:27])=[O:24])[CH2:19][CH2:18]3)[CH2:13][CH2:12]2)=CC=1)(=O)=O.C[N:31](C)[CH2:32][CH2:33][N:34](C)C.C1(P(C2C=CC=CC=2)CCCCCP(C2C=CC=CC=2)C2C=CC=CC=2)C=CC=CC=1.[C-:69]#[N:70].[K+]>C([O-])(=O)C.[Pd+2].C([O-])(=O)C.C1(C)C=CC=CC=1>[C:69]([C:32]1[N:31]=[C:8]([N:11]2[CH2:16][CH2:15][CH:14]([CH:17]3[CH2:18][CH2:19][N:20]([C:23]([O:25][C:26]([CH3:28])([CH3:29])[CH3:27])=[O:24])[CH2:21][CH2:22]3)[CH2:13][CH2:12]2)[CH:9]=[N:34][CH:33]=1)#[N:70] |f:3.4,5.6.7|. Reported procedure: The tert-butyl 1′-[4-(methylsulfonyl)phenyl]-4,4′-bipiperidine-1-carboxylate (500 mg, 1.3 mmol), palladium(II) acetate (6 mg, 0.026 mmol), N,N,N′,N′-tetramethylethylenediamine (0.15 mL, 0.26 mmol), 1,5-bis(diphenylphosphino)pentane, potassium cyanide (93 mg, 1.43 mmol) were add in a seal bottle with 13 mL anhydrous toluene. The mixture was degassed by N2 and closed and heated to 160° C. overnight (16 h). The reaction was cooled down to r.t. and diluted with ethyl acetate 50 mL, filtered through ... As a reaction SMILES: [NH2:1][C:2]1[CH:3]=[C:4]([OH:9])[CH:5]=[CH:6][C:7]=1[CH3:8].[N+]([C:13]1[CH:14]=C(S([O-])(=O)=O)C=C[CH:18]=1)([O-])=O.[Na+].S(=O)(=O)(O)O>OCC(CO)O>[OH:9][C:4]1[CH:5]=[CH:6][C:7]([CH3:8])=[C:2]2[C:3]=1[CH:18]=[CH:13][CH:14]=[N:1]2 |f:1.2|. Procedure details: Following the same procedure as in Example 23-(a), reaction and treatment were carried out using 3.9 g of 3-amino-4-methylphenol, 7 ml of glycerol, 8.7 g of sodium m-nitrobezene sulfonate and 29 ml of a 80% aqueous sulfuric acid solution in order to obtain 290 mg of 5-hydroxy-8-methylquinoline. Yield: 5.8%. Product: OC1=C2C=CC=NC2=C(C=C1)C (5-hydroxy-8-methylquinoline). Reactants: NC=1C=C(C=CC1C)O (3-amino-4-methylphenol), [N+](=O)([O-])C=1C=C(C=CC1)S(=O)(=O)[O-].[Na+] (sodium m-nitrobezene sulfonate), S(O)(O)(=O)=O (sulfuric acid). The solvent is OCC(O)CO (glycerol). Starting materials: OC1=C(C(OC(=C1)C1=CC=CC=C1)=O)C(CC1=CC=CC=C1)SC1=CC=CC=C1 (4-hydroxy-6-phenyl-3-[2-phenyl-1-(phenylthio)ethyl]-2H-pyran-2-one). Reagents/catalysts: [Ni] (Raney-Nickel). The solvent is C(C)O (ethanol). Product: OC1=C(C(OC(=C1)C1=CC=CC=C1)=O)CCC1=CC=CC=C1 (4-Hydroxy-6-phenyl-3-(2-phenylethyl)-2H-pyran-2-one). RXN SMILES: [OH:1][C:2]1[CH:7]=[C:6]([C:8]2[CH:13]=[CH:12][CH:11]=[CH:10][CH:9]=2)[O:5][C:4](=[O:14])[C:3]=1[CH:15](SC1C=CC=CC=1)[CH2:16][C:17]1[CH:22]=[CH:21][CH:20]=[CH:19][CH:18]=1>[Ni].C(O)C>[OH:1][C:2]1[CH:7]=[C:6]([C:8]2[CH:13]=[CH:12][CH:11]=[CH:10][CH:9]=2)[O:5][C:4](=[O:14])[C:3]=1[CH2:15][CH2:16][C:17]1[CH:22]=[CH:21][CH:20]=[CH:19][CH:18]=1. Reported procedure: The title compound was prepared by Method F using Raney-Nickel (Grace 3100), ethanol (20 mL), 4-hydroxy-6-phenyl-3-[2-phenyl-1-(phenylthio)ethyl]-2H-pyran-2-one (0.425 g, 1.06 mmol). m.p. dec. >255° C.; 1H NMR (400 MHz, DMSO-d6) δ2.65 (dd, 2 H), 2.71 (dd, 2 H), 6.68 (s, 1 H), 7.23 (m, 3 H), 7.52 (m, 3 H), 7.76 (m, 2 H), 11.85 (bs, 1 H). The reactants are C(C)(C)(C)OC(NC1=C(C=C(C(=C1)C(F)(F)F)Cl)[N+](=O)[O-])=O ((4-chloro-2-nitro-5-trifluoromethyl-phenyl)-carbamic acid tert-butyl ester), O.O.Cl[Sn]Cl (SnCl2.2H2O). Product: C(C)(C)(C)OC(NC1=C(C=C(C(=C1)C(F)(F)F)Cl)N)=O ((2-Amino-4-chloro-5-trifluoromethyl-phenyl)-carbamic acid tert-butyl ester), solid. The yield is 83.0%. Reaction SMILES: [C:1]([O:5][C:6](=[O:22])[NH:7][C:8]1[CH:13]=[C:12]([C:14]([F:17])([F:16])[F:15])[C:11]([Cl:18])=[CH:10][C:9]=1[N+:19]([O-])=O)([CH3:4])([CH3:3])[CH3:2].O.O.Cl[Sn]Cl>>[C:1]([O:5][C:6](=[O:22])[NH:7][C:8]1[CH:13]=[C:12]([C:14]([F:17])([F:16])[F:15])[C:11]([Cl:18])=[CH:10][C:9]=1[NH2:19])([CH3:4])([CH3:2])[CH3:3] |f:1.2.3|. Reported procedure: The title compound was prepared from (4-chloro-2-nitro-5-trifluoromethyl-phenyl)-carbamic acid tert-butyl ester (Example A19) (3.37 g, 0.99 mmol) by reduction with SnCl2.2H2O according to the general procedure J (method b). Obtained as an orange solid (2.55 g, 83%). Starting materials: [Cl-].C(=O)(O)[C@H](CC1=CC=C(OCCCC2=CC=C(C=C2)[NH3+])C=C1)OCC (4-(3-{4-[(2S)-2-Carboxy-2-ethoxyethyl]phenoxy}propyl)benzenaminium chloride), C(C)(C)N(C(C)C)CC (N,N-diisopropylethylamine), C(C)(C)(C)OC(=O)NC(SC)=NC(=O)OC(C)(C)C (1,3-bis(tert-butoxycarbonyl)-2-methyl-2-thiopseudourea). Run in C(C)(C)O (isopropyl alcohol). Reaction conditions: time 5 minute. The product is C(C)(C)(C)OC(=O)NC(=NC(=O)OC(C)(C)C)NC1=CC=C(C=C1)CCCOC1=CC=C(C=C1)C[C@@H](C(=O)O)OCC ((2S)-3-(4-{3-[4-({[(tert-Butoxycarbonyl)amino][(tert-butoxycarbonyl)imino]methyl}amino)phenyl]propoxy}phenyl)-2-ethoxypropanoic acid). Isolated yield 26.9%. As a reaction SMILES: [Cl-].[C:2]([C@@H:5]([O:24][CH2:25][CH3:26])[CH2:6][C:7]1[CH:23]=[CH:22][C:10]([O:11][CH2:12][CH2:13][CH2:14][C:15]2[CH:20]=[CH:19][C:18]([NH3+:21])=[CH:17][CH:16]=2)=[CH:9][CH:8]=1)([OH:4])=[O:3].C(N(CC)C(C)C)(C)C.[C:36]([O:40][C:41]([NH:43][C:44](=[N:47][C:48]([O:50][C:51]([CH3:54])([CH3:53])[CH3:52])=[O:49])SC)=[O:42])([CH3:39])([CH3:38])[CH3:37]>C(O)(C)C>[C:51]([O:50][C:48]([NH:47][C:44]([NH:21][C:18]1[CH:17]=[CH:16][C:15]([CH2:14][CH2:13][CH2:12][O:11][C:10]2[CH:22]=[CH:23][C:7]([CH2:6][C@H:5]([O:24][CH2:25][CH3:26])[C:2]([OH:4])=[O:3])=[CH:8][CH:9]=2)=[CH:20][CH:19]=1)=[N:43][C:41]([O:40][C:36]([CH3:39])([CH3:38])[CH3:37])=[O:42])=[O:49])([CH3:54])([CH3:53])[CH3:52] |f:0.1|. Procedure: 4-(3-{4-[(2S)-2-Carboxy-2-ethoxyethyl]phenoxy}propyl)benzenaminium chloride (152 mg, 0.4 mmol) was in isopropyl alcohol (3 ml). N,N-diisopropylethylamine (0.28 ml, 1.6 mmol) was added. The mixture was stirred for 5 minutes, then 1,3-bis(tert-butoxycarbonyl)-2-methyl-2-thiopseudourea (290 mg, 0.4 mmol) was added. The mixture was stirred at room temperature for 7 days and thereafter evaporated in vacuum to dryness. Water and ethyl acetate were added into the residue. The mixture was acidified with...